describe an organic reaction: reactants, conditions, products, and yield From a dataset of the Open Reaction Database (ORD), a public repository of structured organic reaction records. Reactants: [H-].[Na+] (Sodium hydride), CS(=O)C (DMSO), C(C1=CC=CC=C1)N1CC(CCC1)=O (1-Benzyl-piperidine-3-one), CS(=O)C (DMSO). Run in C1CCOC1 (THF). Run at temperature 0 celsius. Product: C(C1=CC=CC=C1)N1CC2(CO2)CCC1 (5-benzyl-1-oxa-5-aza-spiro[2.5]octane). Isolated yield 71.0%. As a reaction SMILES: [H-].[Na+].[CH2:3]([N:10]1[CH2:15][CH2:14][CH2:13][C:12](=[O:16])[CH2:11]1)[C:4]1[CH:9]=[CH:8][CH:7]=[CH:6][CH:5]=1.[CH3:17]S(C)=O>C1COCC1>[CH2:3]([N:10]1[CH2:15][CH2:14][CH2:13][C:12]2([O:16][CH2:17]2)[CH2:11]1)[C:4]1[CH:5]=[CH:6][CH:7]=[CH:8][CH:9]=1 |f:0.1|. Procedure: Sodium hydride (583 mg, 14.6 mmol) in DMSO (6 mL) was heated to 55° C. for 1 h. The reaction mixture is cooled to 0° C. and Me3SI (3 g, 14.62 mmol) dissolved in THF (9.8 mL) was added dropwise. 1-Benzyl-piperidine-3-one (1.5 g, 6.64 mmol) dissolved in DMSO (10 mL) was added 15 minutes later. After completion of addition the reaction proceded at RT. After 30 min. the reaction was quenched with water. The aqueous layer was extracted with hexanes. Combined organic layers were dried over Na2SO4 and ... The reactants are C(C)(C)(C)C1=C(C=CC=C1)SCC(=C)Cl (1-tert-Butyl-2-(2-chloro-allylsulfanyl)-benzene), C1(=CC=CC=C1)N(CC)CC (PhNEt2). Run in CCOC(=O)C (EtOAc). Yields the product C(C)(C)(C)C1=CC=CC2=C1SC(=C2)C (7-tert-Butyl-2-methyl-benzo[b]thiophene). Yield: 98.0%. RXN SMILES: [C:1]([C:5]1[CH:10]=[CH:9][CH:8]=[CH:7][C:6]=1[S:11][CH2:12][C:13](Cl)=C)([CH3:4])([CH3:3])[CH3:2].[C:16]1(N(CC)CC)C=CC=CC=1>CCOC(C)=O>[C:1]([C:5]1[C:6]2[S:11][C:12]([CH3:13])=[CH:16][C:7]=2[CH:8]=[CH:9][CH:10]=1)([CH3:2])([CH3:3])[CH3:4]. Procedure details: A solution of 1-tert-Butyl-2-(2-chloro-allylsulfanyl)-benzene (5.66 g, 23.58 mmol) in PhNEt2 (50 mL) is refluxed overnight. It is cooled to rt, diluted with EtOAc (100 mL), washed with 1.0 M HCl (3×100 mL); dried with Na2SO4; filtered and concentrated. The resulting crude material is purified by chromatography gives the title compound (4.69 g, 23.01 mmol, 98%). 1H NMR (CDCl3): δ 1.54 (s, 9H), 2.59 (d, J=1.3 Hz, 3H), 6.99 (q, J=1.3 Hz, 1H), 7.21-7.29 (m, 2H), 7.53 (dd. J=7.4, 1.3 Hz, 1H) ppm. ES-... The reagents and catalysts are [Cu]I (CuI). Procedure: To a seal tube charged with 5-iodopyridin-2-amine 143-1 (1.1 g, 5 mmol), 4-methyl-1H-imidazole 143-2 (0.61 g, 7.4 mmol), CuI (0.31 g, 1.63 mmol) and Cs2CO3 (3.25 g, 10 mmol) was added DMF (10 mL). The reaction vessel was flushed with nitrogen and sealed. The reaction was stirred at room temperature for 30 minutes before being heated up to 110° C. for 24 hours. The reaction was diluted into ethyl acetate and the salt was removed by filtration. The filtrate was dried and the residue was purified b... Product: CC=1N=CN(C1)C=1C=CC(=NC1)N (5-(4-methyl-1H-imidazol-1-yl)pyridin-2-amine). Reaction conditions: time 30 minute. As a reaction SMILES: I[C:2]1[CH:3]=[CH:4][C:5]([NH2:8])=[N:6][CH:7]=1.[CH3:9][C:10]1[N:11]=[CH:12][NH:13][CH:14]=1.C([O-])([O-])=O.[Cs+].[Cs+]>[Cu]I.CN(C=O)C>[CH3:9][C:10]1[N:11]=[CH:12][N:13]([C:2]2[CH:3]=[CH:4][C:5]([NH2:8])=[N:6][CH:7]=2)[CH:14]=1 |f:2.3.4|. The reactants are IC=1C=CC(=NC1)N (5-iodopyridin-2-amine), CC=1N=CNC1 (4-methyl-1H-imidazole), C(=O)([O-])[O-].[Cs+].[Cs+] (Cs2CO3). Solvent: CN(C)C=O (DMF). Reactants: Brc1ccc2c(c1)COC(NC1CCc3ccccc31)=N2, [C-]#N, CN(C)C=O, O, [Pd], c1ccc(P(c2ccccc2)c2ccccc2)cc1, c1ccc(P(c2ccccc2)c2ccccc2)cc1, c1ccc(P(c2ccccc2)c2ccccc2)cc1, c1ccc(P(c2ccccc2)c2ccccc2)cc1. Yields the product N#Cc1ccc2c(c1)COC(NC1CCc3ccccc31)=N2. As a reaction SMILES: [Br:1][c:2]1[cH:3][c:4]2[c:5]([cH:20][cH:21]1)[N:6]=[C:7]([NH:10][CH:11]1[CH2:12][CH2:13][c:14]3[cH:15][cH:16][cH:17][cH:18][c:19]31)[O:8][CH2:9]2.[C-:22]#[N:23].[CH3:25][N:26]([CH3:27])[CH:28]=[O:29].[OH2:24].[Pd:30].[c:31]1([P:32]([c:33]2[cH:34][cH:35][cH:36][cH:37][cH:38]2)[c:39]2[cH:40][cH:41][cH:42][cH:43][cH:44]2)[cH:45][cH:46][cH:47][cH:48][cH:49]1.[c:50]1([P:51]([c:52]2[cH:53][cH:54][cH:55][cH:56][cH:57]2)[c:58]2[cH:59][cH:60][cH:61][cH:62][cH:63]2)[cH:64][cH:65][cH:66][cH:67][cH:68]1.[c:69]1([P:70]([c:71]2[cH:72][cH:73][cH:74][cH:75][cH:76]2)[c:77]2[cH:78][cH:79][cH:80][cH:81][cH:82]2)[cH:83][cH:84][cH:85][cH:86][cH:87]1.[c:88]1([P:89]([c:90]2[cH:91][cH:92][cH:93][cH:94][cH:95]2)[c:96]2[cH:97][cH:98][cH:99][cH:100][cH:101]2)[cH:102][cH:103][cH:104][cH:105][cH:106]1>>[c:2]1([C:22]#[N:23])[cH:3][c:4]2[c:5]([cH:20][cH:21]1)[N:6]=[C:7]([NH:10][CH:11]1[CH2:12][CH2:13][c:14]3[cH:15][cH:16][cH:17][cH:18][c:19]31)[O:8][CH2:9]2. Starting materials: CN, O=C(O)c1ccc([N+](=O)[O-])cc1F, CN(C)C=O, O=S(Cl)Cl. Yields the product CNC(=O)c1ccc([N+](=O)[O-])cc1F. Reaction SMILES: [CH3:18][NH2:19].[F:5][c:6]1[c:7]([C:8](=[O:9])[OH:10])[cH:11][cH:12][c:13]([N+:15](=[O:16])[O-:17])[cH:14]1.[O:20]=[CH:21][N:22]([CH3:23])[CH3:24].[S:1]([Cl:2])([Cl:3])=[O:4]>>[F:5][c:6]1[c:7]([C:8](=[O:9])[NH:19][CH3:18])[cH:11][cH:12][c:13]([N+:15](=[O:16])[O-:17])[cH:14]1. Starting materials: [N+](=O)([O-])C=1C=C(CN)C=CC1 (3-nitrobenzylamine), C(C)(C)(C)OC(=O)C1=C(C=CC=C1)C1=CC=C(C=C1)CN1C(=C(C2=CC(=CC=C12)C(=O)O)C)C (1-((2′-(tert-butoxycarbonyl)biphenyl-4-yl)methyl)-2,3-dimethyl-1H-indole-5-carboxylic acid). The product is CC=1N(C2=CC=C(C=C2C1C)C(NCC1=CC(=CC=C1)[N+](=O)[O-])=O)CC1=CC=C(C=C1)C=1C(=CC=CC1)C(=O)O (4′-((2,3-dimethyl-5-(3-nitrobenzylcarbamoyl)-1H-indol-1-yl)methyl)biphenyl-2-carboxylic acid). RXN SMILES: [N+:1]([C:4]1[CH:5]=[C:6]([CH:9]=[CH:10][CH:11]=1)[CH2:7][NH2:8])([O-:3])=[O:2].C([O:16][C:17]([C:19]1[CH:24]=[CH:23][CH:22]=[CH:21][C:20]=1[C:25]1[CH:30]=[CH:29][C:28]([CH2:31][N:32]2[C:40]3[C:35](=[CH:36][C:37]([C:41](O)=[O:42])=[CH:38][CH:39]=3)[C:34]([CH3:44])=[C:33]2[CH3:45])=[CH:27][CH:26]=1)=[O:18])(C)(C)C>>[CH3:45][C:33]1[N:32]([CH2:31][C:28]2[CH:29]=[CH:30][C:25]([C:20]3[C:19]([C:17]([OH:18])=[O:16])=[CH:24][CH:23]=[CH:22][CH:21]=3)=[CH:26][CH:27]=2)[C:40]2[C:35]([C:34]=1[CH3:44])=[CH:36][C:37]([C:41](=[O:42])[NH:8][CH2:7][C:6]1[CH:9]=[CH:10][CH:11]=[C:4]([N+:1]([O-:3])=[O:2])[CH:5]=1)=[CH:38][CH:39]=2. Procedure: The title compound was prepared following the same general protocol as described in Steps 8-9, Example 1, using 3-nitrobenzylamine and 1-((2′-(tert-butoxycarbonyl)biphenyl-4-yl)methyl)-2,3-dimethyl-1H-indole-5-carboxylic acid. The reactants are O=C([O-])[O-], CC#N, N#Cc1cc(C(=O)C=C(c2cc(Cl)cc(Cl)c2)C(F)(F)F)ccc1F, [K+], [K+], c1nc[nH]n1. Yields the product N#Cc1cc(C(=O)C=C(c2cc(Cl)cc(Cl)c2)C(F)(F)F)ccc1-n1cncn1. RXN SMILES: [C:31](=[O:32])([O-:33])[O-:34].[CH3:37][C:38]#[N:39].[Cl:1][c:2]1[cH:3][c:4]([C:9](=[CH:10][C:11](=[O:12])[c:13]2[cH:14][cH:15][c:16]([F:21])[c:17]([C:18]#[N:19])[cH:20]2)[C:22]([F:23])([F:24])[F:25])[cH:5][c:6]([Cl:8])[cH:7]1.[K+:35].[K+:36].[nH:26]1[n:27][cH:28][n:29][cH:30]1>>[Cl:1][c:2]1[cH:3][c:4]([C:9](=[CH:10][C:11](=[O:12])[c:13]2[cH:14][cH:15][c:16](-[n:26]3[n:27][cH:28][n:29][cH:30]3)[c:17]([C:18]#[N:19])[cH:20]2)[C:22]([F:23])([F:24])[F:25])[cH:5][c:6]([Cl:8])[cH:7]1. The reactants are CC(C)(C)OC(=O)NC(C)(C)C(=O)O, CCN=C=NCCCN(C)C, ClCCl, O=C1CCC(=O)N1O. The product is CC(C)(C)OC(=O)NC(C)(C)C(=O)ON1C(=O)CCC1=O. As a reaction SMILES: [C:9]([CH3:10])([CH3:11])([CH3:12])[O:13][C:14](=[O:15])[NH:16][C:17]([CH3:18])([C:19](=[O:20])[OH:21])[CH3:22].[CH3:23][N:24]([CH3:25])[CH2:26][CH2:27][CH2:28][N:29]=[C:30]=[N:31][CH2:32][CH3:33].[Cl:34][CH2:35][Cl:36].[OH:1][N:2]1[C:3](=[O:8])[CH2:4][CH2:5][C:6]1=[O:7]>>[O:1]([N:2]1[C:3](=[O:8])[CH2:4][CH2:5][C:6]1=[O:7])[C:19]([C:17]([NH:16][C:14]([O:13][C:9]([CH3:10])([CH3:11])[CH3:12])=[O:15])([CH3:18])[CH3:22])=[O:20].